From a dataset of the Open Reaction Database (ORD), a public repository of structured organic reaction records. describe an organic reaction: reactants, conditions, products, and yield The reactants are O[C@H]1[C@H](CC2(C1)CCN(CC2)C2=CC=NC1=CC=C(N=C21)OC)NC(OC(C)(C)C)=O (1,1-dimethylethyl {(2S,3R)-3-hydroxy-8-[6-(methyloxy)-1,5-naphthyridin-4-yl]-8-azaspiro[4.5]dec-2-yl}carbamate), Cl (HCl), O1CCOCC1 (dioxane). Run in CO (MeOH). Run at time 12 hour. The product is C([O-])([O-])=O (carbonate), N[C@@H]1[C@@H](CC2(C1)CCN(CC2)C2=CC=NC1=CC=C(N=C21)OC)O ((±)-(2R,3S)-3-amino-8-[6-(methyloxy)-1,5-naphthyridin-4-yl]-8-azaspiro[4.5]decan-2-ol). Isolated yield 47.4%. RXN SMILES: [OH:1][C@@H:2]1[CH2:6][C:5]2([CH2:11][CH2:10][N:9]([C:12]3[C:21]4[C:16](=[CH:17][CH:18]=[C:19]([O:22][CH3:23])[N:20]=4)[N:15]=[CH:14][CH:13]=3)[CH2:8][CH2:7]2)[CH2:4][C@@H:3]1[NH:24][C:25](=[O:31])[O:26]C(C)(C)C.Cl.[O:33]1CCOCC1>CO>[C:25](=[O:31])([O-:33])[O-:26].[NH2:24][C@H:3]1[CH2:4][C:5]2([CH2:11][CH2:10][N:9]([C:12]3[C:21]4[C:16](=[CH:17][CH:18]=[C:19]([O:22][CH3:23])[N:20]=4)[N:15]=[CH:14][CH:13]=3)[CH2:8][CH2:7]2)[CH2:6][C@H:2]1[OH:1]. Procedure details: To a solution of 1,1-dimethylethyl {(2S,3R)-3-hydroxy-8-[6-(methyloxy)-1,5-naphthyridin-4-yl]-8-azaspiro[4.5]dec-2-yl}carbamate (220 mg, 0.514 mmol) in MeOH (5 mL) at 25° C. was added a solution of 4M HCl in dioxane (900 μL, 3.60 mmol). After 12 h, the solution was concentrated and the residue neutralized using excess MP carbonate resin yielding the title compound (80 mg, 47%) as an orange oil: LCMS (ES) m/e 329 (M+H)+. The reactants are [N+](=O)([O-])C=1C=C(OCCCNCC2OC3=CC(=CC=C3CC2)NS(=O)(=O)C)C=CC1 (N-(2-{[3-(3-nitro-phenoxy)-propylamino]-methyl}-chroman-7-yl)-methanesulfonamide), NN (hydrazine). The reagents and catalysts are [Ni] (Raney nickel), [Ni] (Raney nickel). Run in C(C)O (ethanol). Product: NC=1C=C(OCCCNCC2OC3=CC(=CC=C3CC2)NS(=O)(=O)C)C=CC1 (N-(2-{[3-(3-amino-phenoxy)-propylamino]-methyl}-chroman-7-yl)-methanesulfonamide). The yield is 69.9%. Reaction SMILES: [N+:1]([C:4]1[CH:5]=[C:6]([CH:28]=[CH:29][CH:30]=1)[O:7][CH2:8][CH2:9][CH2:10][NH:11][CH2:12][CH:13]1[CH2:22][CH2:21][C:20]2[C:15](=[CH:16][C:17]([NH:23][S:24]([CH3:27])(=[O:26])=[O:25])=[CH:18][CH:19]=2)[O:14]1)([O-])=O.NN>C(O)C.[Ni]>[NH2:1][C:4]1[CH:5]=[C:6]([CH:28]=[CH:29][CH:30]=1)[O:7][CH2:8][CH2:9][CH2:10][NH:11][CH2:12][CH:13]1[CH2:22][CH2:21][C:20]2[C:15](=[CH:16][C:17]([NH:23][S:24]([CH3:27])(=[O:26])=[O:25])=[CH:18][CH:19]=2)[O:14]1. Procedure: To a mixture of N-(2-{[3-(3-nitro-phenoxy)-propylamino]-methyl}-chroman-7-yl)-methanesulfonamide and hydrazine in ethanol at 5° C. was added Raney nickel (400 mg). After 0.5 hour another portion of Raney nickel (300 mg) was added and the reaction was heated to reflux for 1 hour. The catalyst was filtered and the solvent removed to afford N-(2-{[3-(3-amino-phenoxy)-propylamino]-methyl}-chroman-7-yl)-methanesulfonamide in 69.9% yield. The (2:1)oxalate, hemihydrate was prepared from tetrahydrofuran... The reactants are C(CC)P1(OP(OP(O1)(=O)CCC)(=O)CCC)=O (T3P), NN1C(=CC=C1)C(=O)OC (Methyl 1-amino-1H-pyrrole-2-carboxylate), C(C)(C)(C)OC(=O)N[C@H](C(=O)O)C ((S)-2-(tert-butoxycarbonylamino)propanoic acid), C(C)(C)N(CC)C(C)C (diisopropylethylamine). The solvent is C(C)(=O)OCC (ethyl acetate). Reaction conditions: time 15 minute. Yields the product C(C)(C)(C)OC(=O)NC(C(=O)NN1C(=CC=C1)C(=O)OC)C (Methyl 1-(2-(tert-butoxycarbonylamino)propanamido)-1H-pyrrole-2-carboxylate). The yield is 57.4%. Reaction SMILES: [NH2:1][N:2]1[CH:6]=[CH:5][CH:4]=[C:3]1[C:7]([O:9][CH3:10])=[O:8].[C:11]([O:15][C:16]([NH:18][C@@H:19]([CH3:23])[C:20](O)=[O:21])=[O:17])([CH3:14])([CH3:13])[CH3:12].C(N(C(C)C)CC)(C)C.C(P1(=O)OP(CCC)(=O)OP(CCC)(=O)O1)CC>C(OCC)(=O)C>[C:11]([O:15][C:16]([NH:18][CH:19]([CH3:23])[C:20]([NH:1][N:2]1[CH:6]=[CH:5][CH:4]=[C:3]1[C:7]([O:9][CH3:10])=[O:8])=[O:21])=[O:17])([CH3:14])([CH3:13])[CH3:12]. Reported procedure: Methyl 1-amino-1H-pyrrole-2-carboxylate (6 g, 48.1 mmol) and (S)-2-(tert-butoxycarbonylamino)propanoic acid (8.10 g, 48.1 mmol) were dissolved in ethyl acetate (40 ml) and cooled in an ice-bath. Under an argon atmosphere, diisopropylethylamine (24.6 ml, 141.2 mmol) was added and, after stirring for 15 min, T3P solution (35.7 ml, 60 mmol, 50% in ethyl acetate) was dropwise added. After stirring for 20 min at 0° C., the reaction was left overnight at room temperature. The reaction mixture was pour... Reactants: CC(=O)OI1(C=2C=CC=CC2C(=O)O1)(OC(=O)C)OC(=O)C (Dess-Martin periodinane), C(C)(C)(C)C1=CC=C(C=C1)C=1NC(C=2N(C1)N=C(C2)CO)=O (6-(4-tert-butyl-phenyl)-2-hydroxymethyl-5H-pyrazolo[1,5-a]pyrazin-4-one). Run in ClCCl (dichloromethane), CN(C)C=O (DMF). Reaction conditions: time 18 hour. Yields the product C(C)(C)(C)C1=CC=C(C=C1)C=1NC(C=2N(C1)N=C(C2)C=O)=O (6-(4-tert-butyl-phenyl)-4-oxo-4,5-dihydro-pyrazolo[1,5-a]pyrazine-2-carbaldehyde). RXN SMILES: CC(OI1(OC(C)=O)(OC(C)=O)OC(=O)C2C=CC=CC1=2)=O.[C:23]([C:27]1[CH:32]=[CH:31][C:30]([C:33]2[NH:34][C:35](=[O:44])[C:36]3[N:37]([N:39]=[C:40]([CH2:42][OH:43])[CH:41]=3)[CH:38]=2)=[CH:29][CH:28]=1)([CH3:26])([CH3:25])[CH3:24]>ClCCl.CN(C=O)C>[C:23]([C:27]1[CH:28]=[CH:29][C:30]([C:33]2[NH:34][C:35](=[O:44])[C:36]3[N:37]([N:39]=[C:40]([CH:42]=[O:43])[CH:41]=3)[CH:38]=2)=[CH:31][CH:32]=1)([CH3:26])([CH3:24])[CH3:25]. Procedure: 599 mg (1.41 mmol) Dess-Martin periodinane is added to a solution of 140 mg (0.471 mmol) 6-(4-tert-butyl-phenyl)-2-hydroxymethyl-5H-pyrazolo[1,5-a]pyrazin-4-one in 5 ml dichloromethane and 1 ml DMF. The reaction mixture is stirred at ambient temperature for 18 hours. The reaction mixture is filtered and the filtrate is washed with saturated sodium thiosulfate solution and with saturated sodium hydrogen carbonate solution. The organic phase is dried over sodium sulfate and evaporated. The residue... Run in O1CCOCC1 (dioxane). The yield is 98.5%. Procedure: To a stirred suspension of 65.11 g (0.195 mol) of 5-bromo-6-methylsulfamoyl-N-acetylindoline in 200 ml dioxane was added 146 ml (1.75 mol) concentrated hydrochloric acid. The mixture was stirred and refluxed for 1.5 hours and allowed to cool. The mixture was then concentrated under reduced pressure, cooled in an ice bath and neutralized with 10% sodium hydroxide solution to pH 7. The resulting white precipitate was filtered, washed several times with water and allowed to dry overnight to give 55... The reactants are BrC=1C=C2CCN(C2=CC1S(NC)(=O)=O)C(C)=O (5-bromo-6-methylsulfamoyl-N-acetylindoline), Cl (hydrochloric acid). Yields the product BrC=1C=C2CCNC2=CC1S(NC)(=O)=O (5-bromo-6-methylsulfamoylindoline). Reaction SMILES: [Br:1][C:2]1[CH:3]=[C:4]2[C:8](=[CH:9][C:10]=1[S:11](=[O:15])(=[O:14])[NH:12][CH3:13])[N:7](C(=O)C)[CH2:6][CH2:5]2.Cl>O1CCOCC1>[Br:1][C:2]1[CH:3]=[C:4]2[C:8](=[CH:9][C:10]=1[S:11](=[O:15])(=[O:14])[NH:12][CH3:13])[NH:7][CH2:6][CH2:5]2. Starting materials: Cl.ClC1=C(C=CC=C1)CC(OCC)=N (ethyl 2-chlorophenylacetimidate hydrochloride), NC1=NC=CC=C1OCC1=C(C=CC=C1F)Cl (2-amino-3-(2-chloro-6-fluorobenzyloxy)pyridine). Run in C(C)O (ethanol). Procedure: A mixture of ethyl 2-chlorophenylacetimidate hydrochloride (5.07 g, 0.0216 mol), 2-amino-3-(2-chloro-6-fluorobenzyloxy)pyridine (4.95 g, 0.0196 mol)and ethanol (150 ml) was heated under reflux for 2 hours. The solvent was evaporated off and the resultant oil was purified by chromatography (silica gel, 1% methanol/dichloromethane) and trituration with ether. Yield 0.7 g (8%), m.p. 156°-158 ° C. The product is Cl.ClC1=C(COC=2C(=NC=CC2)NC(CC2=C(C=CC=C2)Cl)=N)C(=CC=C1)F (N-[3-(2-Chloro-6-fluorobenzyloxy)pyrid-2-yl]-2-chlorophenylacetamidine hydrochloride). As a reaction SMILES: Cl.[Cl:2][C:3]1[CH:8]=[CH:7][CH:6]=[CH:5][C:4]=1[CH2:9][C:10](=[NH:14])OCC.[NH2:15][C:16]1[C:21]([O:22][CH2:23][C:24]2[C:29]([F:30])=[CH:28][CH:27]=[CH:26][C:25]=2[Cl:31])=[CH:20][CH:19]=[CH:18][N:17]=1>C(O)C>[ClH:2].[Cl:31][C:25]1[CH:26]=[CH:27][CH:28]=[C:29]([F:30])[C:24]=1[CH2:23][O:22][C:21]1[C:16]([NH:15][C:10](=[NH:14])[CH2:9][C:4]2[CH:5]=[CH:6][CH:7]=[CH:8][C:3]=2[Cl:2])=[N:17][CH:18]=[CH:19][CH:20]=1 |f:0.1,4.5|. Reactants: O (water), [BH4-].[K+] (potassium borohydride), metho, S(=O)(=O)([O-])[O-] (sulfate), ClC1=CC2=C(C3=CC=CC=C3[N+](=C2C=C1)C)C(=O)OC (2-chloro-9-methoxycarbonyl-10-methyl-acridinium), O (water). Solvent: CO (methanol). Run at time 30 minute. Product: ClC1=CC=2C(C3=CC=CC=C3N(C2C=C1)C)C(=O)OC (2-chloro-9-methoxycarbonyl-10-methyl-acridane). Reaction SMILES: S([O-])([O-])(=O)=O.[Cl:6][C:7]1[CH:20]=[CH:19][C:18]2[C:9](=[C:10]([C:22]([O:24][CH3:25])=[O:23])[C:11]3[C:16]([N+:17]=2[CH3:21])=[CH:15][CH:14]=[CH:13][CH:12]=3)[CH:8]=1.O.[BH4-].[K+]>CO>[Cl:6][C:7]1[CH:20]=[CH:19][C:18]2[N:17]([CH3:21])[C:16]3[C:11](=[CH:12][CH:13]=[CH:14][CH:15]=3)[CH:10]([C:22]([O:24][CH3:25])=[O:23])[C:9]=2[CH:8]=1 |f:3.4|. Reported procedure: 5.4 gm of the metho sulfate of 2-chloro-9-methoxycarbonyl-10-methyl-acridinium were suspended in 50 cc of methanol and 2.5 cc of water and after the addition of 5 gm of potassium borohydride, the temperature maintained at 35°-40°C and the mixture was then stirred for 30 minutes at room temperature. The mixture was added to a mixture of ice and water and then filtered. The precipitate was washed with water and then iced mathanol and dried to obtain 3.45 gm of 2-chloro-9-methoxycarbonyl-10-methyl-... Starting materials: C(C)(C)(C)OC(=O)N1CCN(CC1)C1=NC(=NC2=C1CCOC1=C2C=CC=C1)N (4-(2-Amino-5,6-dihydro-7-oxa-1,3-diaza-dibenzo[a,c]cyclohepten-4-yl)-piperazine-1-carboxylic acid tert-butyl ester), C(=O)(C(F)(F)F)O (TFA). Solvent: C(Cl)Cl (CH2Cl2). Run at temperature 60 celsius. The product is N1(CCNCC1)C1=NC(=NC2=C1CCOC1=C2C=CC=C1)N (4-Piperazin-1-yl-5,6-dihydro-7-oxa-1,3-diaza-dibenzo[a,c]cyclohepten-2-ylamine). As a reaction SMILES: C(OC([N:8]1[CH2:13][CH2:12][N:11]([C:14]2[C:19]3[CH2:20][CH2:21][O:22][C:23]4[CH:28]=[CH:27][CH:26]=[CH:25][C:24]=4[C:18]=3[N:17]=[C:16]([NH2:29])[N:15]=2)[CH2:10][CH2:9]1)=O)(C)(C)C.C(O)(C(F)(F)F)=O>C(Cl)Cl>[N:11]1([C:14]2[C:19]3[CH2:20][CH2:21][O:22][C:23]4[CH:28]=[CH:27][CH:26]=[CH:25][C:24]=4[C:18]=3[N:17]=[C:16]([NH2:29])[N:15]=2)[CH2:12][CH2:13][NH:8][CH2:9][CH2:10]1. Procedure details: A solution of Example 30A (38 mg, 0.096 mmol) in CH2Cl2 (1 mL) was treated with TFA (2 mL), heated at 60° C. for 2 minutes, cooled, concentrated under reduced pressure and chromatographed on silica gel eluting with a gradient of 2, 3.5, 5 and 10% (9:1 MeOH: saturated aqueous NH4OH) in CH2Cl2 to provide the title compound. 1H NMR (CDCl3) δ 2.72 (t, J=5.93 Hz, 2H), 2.91-3.09 (m, 4H), 3.26-3.46 (m, 4H), 4.54 (t, J=5.93 Hz, 2H), 4.79 (s, 2H), 7.09 (dd, J=7.97, 1.19 Hz, 1H), 7.17-7.26 (m, 1H), 7.34-7... The reactants are N#CCBr, [Cl-], Fc1cccc(Nc2cc(Cl)ncn2)c1F, [H-], [NH4+], [Na+], C1CCOC1. Product: N#CCN(c1cc(Cl)ncn1)c1cccc(F)c1F. Reaction SMILES: [Br:19][CH2:20][C:21]#[N:22].[Cl-:23].[Cl:3][c:4]1[n:5][cH:6][n:7][c:8]([NH:10][c:11]2[c:12]([F:18])[c:13]([F:17])[cH:14][cH:15][cH:16]2)[cH:9]1.[H-:1].[NH4+:24].[Na+:2].[O:25]1[CH2:26][CH2:27][CH2:28][CH2:29]1>>[Cl:3][c:4]1[n:5][cH:6][n:7][c:8]([N:10]([c:11]2[c:12]([F:18])[c:13]([F:17])[cH:14][cH:15][cH:16]2)[CH2:20][C:21]#[N:22])[cH:9]1. Reactants: CC1=C(C2=CC=CC=C2C=C1)C (dimethylnaphthalene), mordenite, C1=CC=CC=C1 (benzene), aromatic hydrocarbon, [H][H] (hydrogen). Product: CC1=CC2=C(C=C1)C=C(C=C2)C (2,6-DMN). Reaction SMILES: [CH3:1][C:2]1[CH:11]=[CH:10][C:9]2[C:4](=[CH:5][CH:6]=[CH:7][CH:8]=2)[C:3]=1C.[H][H].[CH:15]1C=CC=CC=1>>[CH3:15][C:7]1[CH:6]=[CH:5][C:4]2[CH:3]=[C:2]([CH3:1])[CH:11]=[CH:10][C:9]=2[CH:8]=1. Procedure details: A method for isomerizing dimethylnaphthalene (DMN) in the gaseous phase in the presence of a solvent comprising an aromatic hydrocarbon having a boiling point of at most 150° C., e.g., benzene, under atmospheric pressure by using a catalyst comprising a hydrogen-form of mordenite. According to the method, the objective 2,6-DMN can be produced with a minimal content of impurities and the 2,6-DMN can be stably produced in high selectivity and high yield under mild reaction conditions for a long pe...